Dataset: the Open Reaction Database (ORD), a public repository of structured organic reaction records. Task: describe an organic reaction: reactants, conditions, products, and yield The reactants are BrC=1C=CC2=C(NCC3=C(N2)N=C(C=C3)C(F)(F)F)C1 (8-bromo-2-(trifluoromethyl)-6,11-dihydro-5H-pyrido[2,3-b][1,5]benzodiazepine), BrC=1C=CC2=C(NCC3=C(N2)N=C(C=C3)C(F)(F)F)C1 (8-bromo-2-(trifluoromethyl)-6,11-dihydro-5H-pyrido[2,3-b][1,5]benzodiazepine), C(C)(C)(C)C1=CC=C(C=C1)S(=O)(=O)Cl ((4-tert-butylphenyl)sulfonyl chloride), N1=CC=CC=C1 (pyridine). The reagents and catalysts are CN(C)C=1C=CN=CC1 (DMAP). Solvent: C(Cl)Cl (DCM). Product: BrC=1C=CC2=C(N(CC3=C(N2)N=C(C=C3)C(F)(F)F)S(=O)(=O)C3=CC=C(C=C3)C(C)(C)C)C1 (8-Bromo-6-[(4-tert-butylphenyl)sulfonyl]-2-(trifluoromethyl)-6,11-dihydro-5H-pyrido-[2,3-b][1,5]benzodiazepine). As a reaction SMILES: [Br:1][C:2]1[CH:3]=[CH:4][C:5]2[NH:11][C:10]3[N:12]=[C:13]([C:16]([F:19])([F:18])[F:17])[CH:14]=[CH:15][C:9]=3[CH2:8][NH:7][C:6]=2[CH:20]=1.[C:21]([C:25]1[CH:30]=[CH:29][C:28]([S:31](Cl)(=[O:33])=[O:32])=[CH:27][CH:26]=1)([CH3:24])([CH3:23])[CH3:22].N1C=CC=CC=1>CN(C1C=CN=CC=1)C.C(Cl)Cl>[Br:1][C:2]1[CH:3]=[CH:4][C:5]2[NH:11][C:10]3[N:12]=[C:13]([C:16]([F:19])([F:17])[F:18])[CH:14]=[CH:15][C:9]=3[CH2:8][N:7]([S:31]([C:28]3[CH:29]=[CH:30][C:25]([C:21]([CH3:24])([CH3:23])[CH3:22])=[CH:26][CH:27]=3)(=[O:33])=[O:32])[C:6]=2[CH:20]=1. Procedure details: A solution of 8-bromo-2-(trifluoromethyl)-6,11-dihydro-5H-pyrido[2,3-b][1,5]benzodiazepine (5.16 g, 15 mmol, intermediate 36), (4-tert-butylphenyl)sulfonyl chloride (10.5 g, 45 mmol), pyridine (7.11 g, 90 mmol), DMAP (0.366 g, 3 mmol in DCM (75 mL) was stirred at rt for 24 h. The reaction was quenched with water, and the product was extracted with EtOAc (3×). The combined extracts were washed with water and brine, dried (MgSO4), filtered and concentrated. The residue was recrystallized from DCM ...